From a dataset of the Open Reaction Database (ORD), a public repository of structured organic reaction records. describe an organic reaction: reactants, conditions, products, and yield Reactants: CC#N, O=C1Nc2cccnc2N(C(=O)CCl)c2ccccc21, C1CCC(CN2CCOCC2)NC1. Yields the product O=C1Nc2cccnc2N(C(=O)CN2CCCCC2CN2CCOCC2)c2ccccc21. RXN SMILES: [CH3:34][C:35]#[N:36].[Cl:1][CH2:2][C:3](=[O:4])[N:5]1[c:6]2[c:7]([cH:17][cH:18][cH:19][n:20]2)[NH:8][C:9](=[O:16])[c:10]2[c:11]1[cH:12][cH:13][cH:14][cH:15]2.[O:21]1[CH2:22][CH2:23][N:24]([CH2:27][CH:28]2[NH:29][CH2:30][CH2:31][CH2:32][CH2:33]2)[CH2:25][CH2:26]1>>[CH2:2]([C:3](=[O:4])[N:5]1[c:6]2[c:7]([cH:17][cH:18][cH:19][n:20]2)[NH:8][C:9](=[O:16])[c:10]2[c:11]1[cH:12][cH:13][cH:14][cH:15]2)[N:29]1[CH:28]([CH2:27][N:24]2[CH2:23][CH2:22][O:21][CH2:26][CH2:25]2)[CH2:33][CH2:32][CH2:31][CH2:30]1. Reactants: ClC1=CC=NC2=CC(=C(C=C12)C(=O)OC)OC (4-chloro-7-methoxy-6-methoxycarbonylquinoline), FC1=C(N)C=C(C(=C1)C)O (2-fluoro-5-hydroxy-4-methylaniline), Cl (hydrogen chloride). Run in C1(CCCCC1)O (cyclohexanol), CCOCC (ether). Reaction conditions: temperature 100 celsius. The product is FC1=C(NC2=CC=NC3=CC(=C(C=C23)C(=O)OC)OC)C=C(C(=C1)C)O (4-(2-fluoro-5-hydroxy-4-methylanilino)-7-methoxy-6-methoxycarbonylquinoline). RXN SMILES: Cl[C:2]1[C:11]2[C:6](=[CH:7][C:8]([O:16][CH3:17])=[C:9]([C:12]([O:14][CH3:15])=[O:13])[CH:10]=2)[N:5]=[CH:4][CH:3]=1.[F:18][C:19]1[CH:25]=[C:24]([CH3:26])[C:23]([OH:27])=[CH:22][C:20]=1[NH2:21].Cl>C1(O)CCCCC1.CCOCC>[F:18][C:19]1[CH:25]=[C:24]([CH3:26])[C:23]([OH:27])=[CH:22][C:20]=1[NH:21][C:2]1[C:11]2[C:6](=[CH:7][C:8]([O:16][CH3:17])=[C:9]([C:12]([O:14][CH3:15])=[O:13])[CH:10]=2)[N:5]=[CH:4][CH:3]=1. Procedure details: A suspension of 4-chloro-7-methoxy-6-methoxycarbonylquinoline (0.252 g, 1 mmol), (prepared as described for the starting material in Example 55), and 2-fluoro-5-hydroxy-4-methylaniline (0.15 g, 1.2 mmol), (prepared as described for the starting material in Example 1), in cyclohexanol (5 ml) containing 1M ethereal hydrogen chloride (1.2 ml) was heated at 100° C. for 2 hours. The mixture was cooled to ambient temperature and diluted with ether. The solid was collected by filtration then absorbed o...